Dataset: the Open Reaction Database (ORD), a public repository of structured organic reaction records. Task: describe an organic reaction: reactants, conditions, products, and yield Starting materials: CC1=CC2=C(SC=C2)C=C1 (5-methylbenzo[b]thiophene), C(CCC)[Li] (butyllithium), [Cl-].[NH4+] (ammonium chloride), C[Sn](C)(C)Cl (trimethyltin chloride). Run in CCOCC (ether), CCCCCC (hexane), CCOCC (ether), CCOCC (ether). Conditions: time 30 minute. Yields the product CC1=CC2=C(SC(=C2)[Sn](C)(C)C)C=C1 (5-methyl-2-trimethylstannylbenzo[b]thiophene). RXN SMILES: [CH3:1][C:2]1[CH:10]=[CH:9][C:5]2[S:6][CH:7]=[CH:8][C:4]=2[CH:3]=1.C([Li])CCC.[CH3:16][Sn:17](Cl)([CH3:19])[CH3:18].[Cl-].[NH4+]>CCOCC.CCCCCC>[CH3:1][C:2]1[CH:10]=[CH:9][C:5]2[S:6][C:7]([Sn:17]([CH3:19])([CH3:18])[CH3:16])=[CH:8][C:4]=2[CH:3]=1 |f:3.4|. Procedure: A solution of 7.411 g of 5-methylbenzo[b]thiophene (Maybridge, Chemical Co. Ltd., 11-78) in 35 ml of ether is added dropwise at 0° to a mixture of 40 ml of 1.5N butyllithium in hexane and 40 ml of ether. After 30 minutes, a solution of 9.963 g of trimethyltin chloride in 50 ml of ether is also added dropwise at 0°. After stirring for 1 hour at 0°, 50 ml of 5% ammonium chloride solution are added. The product is obtained by extracting with 100 ml and 150 ml of ether. Distillation at 0.15 mbar and... Reactants: O=C1C=2C=C(NC2CCC1)C1=CC=CC=C1 (4-oxo-2-phenyl-4,5,6,7-tetrahydroindole). The reagents and catalysts are [Pd] (palladium-on-charcoal). Solvent: C1(=CC=CC=C1)OC1=CC=CC=C1 (diphenyl ether). Yields the product C1(=CC=CC=C1)C=1NC2=CC=CC(=C2C1)O (2-phenyl-4-hydroxy-indole). As a reaction SMILES: [O:1]=[C:2]1[CH2:10][CH2:9][CH2:8][C:7]2[NH:6][C:5]([C:11]3[CH:16]=[CH:15][CH:14]=[CH:13][CH:12]=3)=[CH:4][C:3]1=2>C1(OC2C=CC=CC=2)C=CC=CC=1.[Pd]>[C:11]1([C:5]2[NH:6][C:7]3[C:3]([CH:4]=2)=[C:2]([OH:1])[CH:10]=[CH:9][CH:8]=3)[CH:12]=[CH:13][CH:14]=[CH:15][CH:16]=1. Procedure details: The 2-phenyl-4-hydroxy-indole was synthesised from 4-oxo-2-phenyl-4,5,6,7-tetrahydroindole by aromatisation with palladium-on-charcoal in diphenyl ether and has a melting point of 120°-123° C.